Task: describe an organic reaction: reactants, conditions, products, and yield. Dataset: the Open Reaction Database (ORD), a public repository of structured organic reaction records Starting materials: Amidine, ClP(C(C)C)C(C)C (chlorodiisopropylphosphine), CC1=CC=C(C(=N)NC2=CC=CC=C2)C=C1 (4-methyl-N1-phenylbenzamidine), C(CCC)[Li] (butyllithium). The product is C(C)(C)P(N=C(C1=CC=C(C=C1)C)NC1=CC=CC=C1)C(C)C (N2-(diisopropylphosphino)-4-methyl-N1-phenylbenzamidine). RXN SMILES: [CH3:1][C:2]1[CH:16]=[CH:15][C:5]([C:6]([NH:8][C:9]2[CH:14]=[CH:13][CH:12]=[CH:11][CH:10]=2)=[NH:7])=[CH:4][CH:3]=1.C([Li])CCC.Cl[P:23]([CH:27]([CH3:29])[CH3:28])[CH:24]([CH3:26])[CH3:25]>>[CH:24]([P:23]([CH:27]([CH3:29])[CH3:28])[N:7]=[C:6]([NH:8][C:9]1[CH:14]=[CH:13][CH:12]=[CH:11][CH:10]=1)[C:5]1[CH:4]=[CH:3][C:2]([CH3:1])=[CH:16][CH:15]=1)([CH3:26])[CH3:25]. Procedure: Procedure as described for NP Amidine I using the following amounts: 1.05 g of 4-methyl-N1-phenylbenzamidine (Amidine IX, 5.0 mmol), 2.50 mL of 2.0 M butyllithium (5.0 mmol), 0.80 mL chlorodiisopropylphosphine (5.0 mmol). After filtration to remove lithium chloride and removal of solvent, a yellow oil was isolated (1.62 g, 99%). The reactants are OC(CCC(=CCOC1=CC2=C(CCO2)C=C1)C)C(C)(C)C (6-[(6-hydroxy-3,7,7-trimethyl-2-octenyl)-oxy]-2,3-dihydrobenzofuran), CI (methyl iodide), O1CCCC1 (tetrahydrofuran), [H-].[Na+] (sodium hydride). Solvent: CN(P(N(C)C)(N(C)C)=O)C (hexamethylphosphoric acid triamide). Reaction conditions: temperature 40 celsius, time 12 hour. Yields the product COC(CCC(=CCOC1=CC2=C(CCO2)C=C1)C)C(C)(C)C (6-[(6-methoxy-3,7,7-trimethyl-2-octenyl)-oxy]-2,3-dihydrobenzofuran). As a reaction SMILES: [OH:1][CH:2]([C:19]([CH3:22])([CH3:21])[CH3:20])[CH2:3][CH2:4][C:5]([CH3:18])=[CH:6][CH2:7][O:8][C:9]1[CH:17]=[CH:16][C:12]2[CH2:13][CH2:14][O:15][C:11]=2[CH:10]=1.O1CCC[CH2:24]1.[H-].[Na+].CI>CN(C)P(=O)(N(C)C)N(C)C>[CH3:24][O:1][CH:2]([C:19]([CH3:22])([CH3:21])[CH3:20])[CH2:3][CH2:4][C:5]([CH3:18])=[CH:6][CH2:7][O:8][C:9]1[CH:17]=[CH:16][C:12]2[CH2:13][CH2:14][O:15][C:11]=2[CH:10]=1 |f:2.3|. Reported procedure: 0.4 g. of 6-[(6-hydroxy-3,7,7-trimethyl-2-octenyl)-oxy]-2,3-dihydrobenzofuran are dissolved in 10 ml. of absolute tetrahydrofuran and, while stirring, warmed to 40° C. for 2 hours with 0.5 g. of a 55% by weight sodium hydride suspension in oil. Then 2 ml. of hexamethylphosphoric acid triamide and 1 ml. of methyl iodide are added and the mixture is stirred for 12 hours at room temperature. For the working up, the mixture is poured onto ice-water and extracted twice with diethyl ether. The ether e... Reactants: C(CCC)(=O)O[C@H](C)C1=NC=CC(=N1)N1CC=2N(CC1)C(=NN2)C=2SC1=C(N2)C=CC=C1 ((R)-1-[4-(3-benzothiazol-2-yl-5,6-dihydro-8H-[1,2,4]triazolo[4,3-a]pyrazin-7-yl)-pyrimidin-2-yl]-ethyl butyrate), O.[OH-].[Li+] (lithium hydroxide hydrate). The solvent is O1CCCC1.CO.O (tetrahydrofuran methanol water). Run at time 3 hour. The product is S1C(=NC2=C1C=CC=C2)C2=NN=C1N2CCN(C1)C1=NC(=NC=C1)[C@@H](C)O ((R)-1-[4-(3-Benzothiazol-2-yl-5,6-dihydro-8H-[1,2,4]triazolo[4,3-a]pyrazin-7-yl)-pyrimidin-2-yl]-ethanol). Isolated yield 100.0%. Reaction SMILES: C([O:6][C@@H:7]([C:9]1[N:14]=[C:13]([N:15]2[CH2:20][CH2:19][N:18]3[C:21]([C:24]4[S:25][C:26]5[CH:32]=[CH:31][CH:30]=[CH:29][C:27]=5[N:28]=4)=[N:22][N:23]=[C:17]3[CH2:16]2)[CH:12]=[CH:11][N:10]=1)[CH3:8])(=O)CCC.O.[OH-].[Li+]>O1CCCC1.CO.O>[S:25]1[C:26]2[CH:32]=[CH:31][CH:30]=[CH:29][C:27]=2[N:28]=[C:24]1[C:21]1[N:18]2[CH2:19][CH2:20][N:15]([C:13]3[CH:12]=[CH:11][N:10]=[C:9]([C@H:7]([OH:6])[CH3:8])[N:14]=3)[CH2:16][C:17]2=[N:23][N:22]=1 |f:1.2.3,4.5.6|. Procedure: To a solution of (R)-1-[4-(3-benzothiazol-2-yl-5,6-dihydro-8H-[1,2,4]triazolo[4,3-a]pyrazin-7-yl)-pyrimidin-2-yl]-ethyl butyrate (prepared according to the method of Example 259, Step D, 220 mg, 0.49 mmol) in a 3:1:1 mixture of tetrahydrofuran/methanol/water (5 mL) was added lithium hydroxide hydrate (62 mg, 1.47 mmol). This mixture was stirred at room temperature for 3 h, concentrated, and extracted with chloroform (3×). The combined organic extracts were dried over sodium sulfate, filtered, ev... The reactants are CC1(C)CC1C(=O)NC(=CCCCCCBr)C(=O)O, N=C(N)N, O. Product: CC1(C)CC1C(=O)NC(=CCCCCCNC(=N)N)C(=O)O. Reaction SMILES: [Br:5][CH2:6][CH2:7][CH2:8][CH2:9][CH2:10][CH:11]=[C:12]([C:13](=[O:14])[OH:15])[NH:16][C:17](=[O:18])[CH:19]1[C:20]([CH3:22])([CH3:23])[CH2:21]1.[NH2:1][C:2]([NH2:3])=[NH:4].[OH2:24]>>[NH:1]=[C:2]([NH2:3])[NH:4][CH2:6][CH2:7][CH2:8][CH2:9][CH2:10][CH:11]=[C:12]([C:13](=[O:14])[OH:15])[NH:16][C:17](=[O:18])[CH:19]1[C:20]([CH3:22])([CH3:23])[CH2:21]1. Reactants: OC(C)(C)C(=O)C1=CC=C(C=C1)OCCOS(=O)(=O)C1=CC=C(C=C1)C (4-(2-p-tolylsulfonyloxyethoxy)-phenyl 2-hydroxy-2-propyl ketone), O (water), [N-]=[N+]=[N-].[Na+] (sodium azide), CS(=O)C (DMSO). Solvent: C(C)(C)(C)OC (methyl t-butyl ether), CCOCC (ether). Yields the product OC(C)(C)C(=O)C1=CC=C(C=C1)OCCN=[N+]=[N-] (4-(2-Azidoethoxy)phenyl 2-hydroxy-2-propyl ketone). RXN SMILES: [OH:1][C:2]([C:5]([C:7]1[CH:12]=[CH:11][C:10]([O:13][CH2:14][CH2:15]OS(C2C=CC(C)=CC=2)(=O)=O)=[CH:9][CH:8]=1)=[O:6])([CH3:4])[CH3:3].[N-:27]=[N+:28]=[N-:29].[Na+].CS(C)=O.O>C(OC)(C)(C)C.CCOCC>[OH:1][C:2]([C:5]([C:7]1[CH:12]=[CH:11][C:10]([O:13][CH2:14][CH2:15][N:27]=[N+:28]=[N-:29])=[CH:9][CH:8]=1)=[O:6])([CH3:4])[CH3:3] |f:1.2|. Procedure: 37.8 g. (0.1 mol) of 4-(2-p-tolylsulfonyloxyethoxy)-phenyl 2-hydroxy-2-propyl ketone (obtained by reacting compound IIa with p-toluenesulfonyl chloride) and 9.8 g. (0.15 mol) of sodium azide are stirred for one hour in 100 ml. of DMSO at 60° C. Through extractive work-up using water and ether or methyl t-butyl ether, 22.4 g. of compound IIf are obtained as a pale yellow, readily mobile oil. IR: v=2114 cm. -1 (N3). The reactants are ClC1=C2NC=NC2=NC(=N1)C1=C(C=C(C(=C1)S(=O)(=O)NC)Cl)OC (6-chloro-(4-chloro-2-methoxy-5-methylaminosulfonyl-phenyl)-purine), [OH-].[K+] (potassium hydroxide). The product is ClC1=CC(=C(C=C1S(=O)NC)C1=NC2=NC=NC(C2=N1)=O)OC (8-(4-Chloro-2-methoxy-5-methylaminosulfinoy-phenyl)-purin-6-one). RXN SMILES: Cl[C:2]1[N:10]=[C:9]([C:11]2[CH:16]=[C:15]([S:17]([NH:20][CH3:21])(=O)=[O:18])[C:14]([Cl:22])=[CH:13][C:12]=2[O:23][CH3:24])[N:8]=[C:7]2[C:3]=1[NH:4][CH:5]=[N:6]2.[OH-:25].[K+]>>[Cl:22][C:14]1[C:15]([S:17]([NH:20][CH3:21])=[O:18])=[CH:16][C:11]([C:9]2[N:10]=[C:2]3[C:7](=[N:6][CH:5]=[N:4][C:3]3=[O:25])[N:8]=2)=[C:12]([O:23][CH3:24])[CH:13]=1 |f:1.2|. Reported procedure: Prepared analogously to Example 16 from 6-chloro-(4-chloro-2-methoxy-5-methylaminosulfonyl-phenyl)-purine with 20% potassium hydroxide solution.